Dataset: the Open Reaction Database (ORD), a public repository of structured organic reaction records. Task: describe an organic reaction: reactants, conditions, products, and yield The reactants are FC1=C(C(=CC=C1)F)C1=NC=2C(C=3C=CC(=CC13)C#C)=NN(C2NC2CCN(CC2)S(=O)(=O)C)COCC[Si](C)(C)C (5-(2,6-difluorophenyl)-3-([1-(methylsulphonyl)piperidin-4-yl]amino}-2-{[2-(trimethylsilyl)ethoxy]methyl}-7-ethynyl-2H-pyrazolo[4,3-c]isoquinoline), C[Si](C)(C)N=[N+]=[N-] (trimethylsilyl azide), CO (methanol), CN(C)C=O (DMF), C[Si](C)(C)N=[N+]=[N-] (trimethylsilyl azide). Reagents/catalysts: [Cu]I (copper(I) iodide), [Cu]I (copper(I) iodide). The solvent is O (water). Reaction conditions: temperature 100 celsius, time 2 hour. Yields the product FC1=C(C(=CC=C1)F)C1=NC=2C(C=3C=CC(=CC13)C1=NNN=C1)=NN(C2NC2CCN(CC2)S(=O)(=O)C)COCC[Si](C)(C)C (5-(2,6-difluorophenyl)-N-[1-(methylsulphonyl)piperidin-4-yl]-7-(2H-1,2,3-triazol-4-yl)-2-{[2-(trimethylsilyl)ethoxy]methyl}-2H-pyrazolo[4,3-c]isoquinolin-3-amine). Reaction SMILES: [F:1][C:2]1[CH:7]=[CH:6][CH:5]=[C:4]([F:8])[C:3]=1[C:9]1[C:18]2[CH:17]=[C:16]([C:19]#[CH:20])[CH:15]=[CH:14][C:13]=2[C:12]2=[N:21][N:22]([CH2:35][O:36][CH2:37][CH2:38][Si:39]([CH3:42])([CH3:41])[CH3:40])[C:23]([NH:24][CH:25]3[CH2:30][CH2:29][N:28]([S:31]([CH3:34])(=[O:33])=[O:32])[CH2:27][CH2:26]3)=[C:11]2[N:10]=1.CO.CN(C=O)C.C[Si]([N:54]=[N+:55]=[N-:56])(C)C>[Cu]I.O>[F:8][C:4]1[CH:5]=[CH:6][CH:7]=[C:2]([F:1])[C:3]=1[C:9]1[C:18]2[CH:17]=[C:16]([C:19]3[CH:20]=[N:56][NH:55][N:54]=3)[CH:15]=[CH:14][C:13]=2[C:12]2=[N:21][N:22]([CH2:35][O:36][CH2:37][CH2:38][Si:39]([CH3:40])([CH3:42])[CH3:41])[C:23]([NH:24][CH:25]3[CH2:30][CH2:29][N:28]([S:31]([CH3:34])(=[O:33])=[O:32])[CH2:27][CH2:26]3)=[C:11]2[N:10]=1. Procedure: 239 mg of 5-(2,6-difluorophenyl)-3-([1-(methylsulphonyl)piperidin-4-yl]amino}-2-{[2-(trimethylsilyl)ethoxy]methyl}-7-ethynyl-2H-pyrazolo[4,3-c]isoquinoline, prepared in step 4 of example 7, are introduced into 4 ml of methanol and 4 ml of DMF, and 208 μL of trimethylsilyl azide and 15 mg of copper(I) iodide are added. After 2 h of heating at 100° C., 104 μl of trimethylsilyl azide and 7 mg of copper(I) iodide are added and heating at 100° C. is continued for 2 h. After cooling, the mixture is po... Starting materials: COC1=C(C(=O)O)C=C(C=C1)N1N=NCC1 (2-methoxy-5-(4H-triazol-1-yl)benzoic acid), Cl.C(C)OCCN1C(=NC2=C1C=CC=C2)NC2CCN(CC2)CCC2(CNCC2)C2=CC=CC=C2 (3-(2-(4-(1-(2-ethoxyethyl)-1H-benzimidazol-2-yl-amino)piperidin-1-yl)ethyl)-3-phenylpyrrolidine hydrochloric acid salt). The product is COC1=C(C(=O)N2CC(CC2)(C2=CC=CC=C2)CCN2CCC(CC2)NC2=NC3=C(N2CCOCC)C=CC=C3)C=C(C=C1)N1N=NCC1 (1-(2-methoxy-5-(4H-triazol-1-yl)benzoyl)-3-(2-(4-(1-(2-ethoxyethyl)-1H-benzimidazol-2-yl-amino)piperidin-1-yl)ethyl)-3-phenylpyrrolidine). RXN SMILES: [CH3:1][O:2][C:3]1[CH:11]=[CH:10][C:9]([N:12]2[CH2:16][CH2:15][N:14]=[N:13]2)=[CH:8][C:4]=1[C:5]([OH:7])=O.Cl.[CH2:18]([O:20][CH2:21][CH2:22][N:23]1[C:27]2[CH:28]=[CH:29][CH:30]=[CH:31][C:26]=2[N:25]=[C:24]1[NH:32][CH:33]1[CH2:38][CH2:37][N:36]([CH2:39][CH2:40][C:41]2([C:46]3[CH:51]=[CH:50][CH:49]=[CH:48][CH:47]=3)[CH2:45][CH2:44][NH:43][CH2:42]2)[CH2:35][CH2:34]1)[CH3:19]>>[CH3:1][O:2][C:3]1[CH:11]=[CH:10][C:9]([N:12]2[CH2:16][CH2:15][N:14]=[N:13]2)=[CH:8][C:4]=1[C:5]([N:43]1[CH2:44][CH2:45][C:41]([CH2:40][CH2:39][N:36]2[CH2:37][CH2:38][CH:33]([NH:32][C:24]3[N:23]([CH2:22][CH2:21][O:20][CH2:18][CH3:19])[C:27]4[CH:28]=[CH:29][CH:30]=[CH:31][C:26]=4[N:25]=3)[CH2:34][CH2:35]2)([C:46]2[CH:51]=[CH:50][CH:49]=[CH:48][CH:47]=2)[CH2:42]1)=[O:7] |f:1.2|. Procedure: Prepare by the method of Example 59.1 using 2-methoxy-5-(4H-triazol-1-yl)benzoic acid and 3-(2-(4-(1-(2-ethoxyethyl)-1H-benzimidazol-2-yl-amino)piperidin-1-yl)ethyl)-3-phenylpyrrolidine hydrochloric acid salt (prepared from (−)-3-phenyl-3-(2-hydroxyethyl)pyrrolidine (R,R)-di-p-anisoyltartaric acid salt) to give the title compound. The reactants are CCl (Methyl chloride), [OH-].[K+] (potassium hydroxide), C1(=CC=CC=C1)C (toluene), CC1=C(OCC2=C(C=CC=C2)\C(\C(=O)N)=N/OC)C=C(C=C1)C ((E)-2-[2-(2,5-dimethylphenoxymethyl)phenyl]-2-methoxyiminoacetamide). Solvent: CCOCC (ether), O (water). Run at temperature 100 celsius, time 1 hour. Yields the product CC1=C(OCC2=C(C=CC=C2)\C(\C(=O)NC)=N/OC)C=C(C=C1)C ((E)-2-[2-(2,5-dimethylphenoxymethyl)phenyl]-2-methoxyimino-N-methylacetamide). Isolated yield 90.2%. Reaction SMILES: CCl.[OH-].[K+].[C:5]1(C)C=CC=CC=1.[CH3:12][C:13]1[CH:33]=[CH:32][C:31]([CH3:34])=[CH:30][C:14]=1[O:15][CH2:16][C:17]1[CH:22]=[CH:21][CH:20]=[CH:19][C:18]=1/[C:23](=[N:27]\[O:28][CH3:29])/[C:24]([NH2:26])=[O:25]>CCOCC.O>[CH3:12][C:13]1[CH:33]=[CH:32][C:31]([CH3:34])=[CH:30][C:14]=1[O:15][CH2:16][C:17]1[CH:22]=[CH:21][CH:20]=[CH:19][C:18]=1/[C:23](=[N:27]\[O:28][CH3:29])/[C:24]([NH:26][CH3:5])=[O:25] |f:1.2|. Reported procedure: Methyl chloride (0.45 g, 9.0 mmol), 85% potassium hydroxide (0.30D g, 4.5 mmol) and toluene (9 ml ) were added to (E)-2-[2-(2,5-dimethylphenoxymethyl)phenyl]-2-methoxyiminoacetamide (0.94 g, 3.0 mmol). The mixture was stirred at 100° C. for 1 hour. After completion of the reaction, water (100 ml) was added. The mixture was extrcted with ether (100 ml), dried over anhydrous magnesium sulfate and concentrated under reduced pressure. The resulting residue was purified by silica gel chromatography (... Starting materials: Cl.C1(CC1)COC1=C(C=C(C=C1)OC)C1=C2C(=NC=C1)C(=C(N2)C)C(=O)NC2CCNCC2 (7-[2-(cyclopropylmethoxy)-5-methoxyphenyl]-2-methyl-N-(piperidin-4-yl)-1H-pyrrolo[3,2-b]pyridine-3-carboxamide hydrochloride), C(CC)(=O)Cl (propionyl chloride). The product is C1(CC1)COC1=C(C=C(C=C1)OC)C1=C2C(=NC=C1)C(=C(N2)C)C(=O)NC2CCN(CC2)C(CC)=O (7-[2-(cyclopropylmethoxy)-5-methoxyphenyl]-2-methyl-N-(1-propanoylpiperidin-4-yl)-1H-pyrrolo[3,2-b]pyridine-3-carboxamide). Reaction SMILES: Cl.[CH:2]1([CH2:5][O:6][C:7]2[CH:12]=[CH:11][C:10]([O:13][CH3:14])=[CH:9][C:8]=2[C:15]2[CH:20]=[CH:19][N:18]=[C:17]3[C:21]([C:25]([NH:27][CH:28]4[CH2:33][CH2:32][NH:31][CH2:30][CH2:29]4)=[O:26])=[C:22]([CH3:24])[NH:23][C:16]=23)[CH2:4][CH2:3]1.[C:34](Cl)(=[O:37])[CH2:35][CH3:36]>>[CH:2]1([CH2:5][O:6][C:7]2[CH:12]=[CH:11][C:10]([O:13][CH3:14])=[CH:9][C:8]=2[C:15]2[CH:20]=[CH:19][N:18]=[C:17]3[C:21]([C:25]([NH:27][CH:28]4[CH2:29][CH2:30][N:31]([C:34](=[O:37])[CH2:35][CH3:36])[CH2:32][CH2:33]4)=[O:26])=[C:22]([CH3:24])[NH:23][C:16]=23)[CH2:4][CH2:3]1 |f:0.1|. Procedure: Starting from 7-[2-(cyclopropylmethoxy)-5-methoxyphenyl]-2-methyl-N-(piperidin-4-yl)-1H-pyrrolo[3,2-b]pyridine-3-carboxamide hydrochloride (example D.f14) and commercially available propionyl chloride the title compound is obtained as colorless solid. The reactants are COC(=O)CBr, Cc1c(-c2ccccc2)n(Cc2ccccc2)c2cc(-c3ccc(O)cc3)ccc12, CC(C)=O, [K+], [K+], O=C([O-])[O-]. Product: COC(=O)COc1ccc(-c2ccc3c(C)c(-c4ccccc4)n(Cc4ccccc4)c3c2)cc1. As a reaction SMILES: [Br:37][CH2:38][C:39](=[O:40])[O:41][CH3:42].[CH2:1]([c:2]1[cH:3][cH:4][cH:5][cH:6][cH:7]1)[n:8]1[c:9](-[c:25]2[cH:26][cH:27][cH:28][cH:29][cH:30]2)[c:10]([CH3:24])[c:11]2[cH:12][cH:13][c:14](-[c:17]3[cH:18][cH:19][c:20]([OH:23])[cH:21][cH:22]3)[cH:15][c:16]12.[CH3:43][C:44](=[O:45])[CH3:46].[K+:31].[K+:32].[O-:33][C:34]([O-:35])=[O:36]>>[CH2:1]([c:2]1[cH:3][cH:4][cH:5][cH:6][cH:7]1)[n:8]1[c:9](-[c:25]2[cH:26][cH:27][cH:28][cH:29][cH:30]2)[c:10]([CH3:24])[c:11]2[cH:12][cH:13][c:14](-[c:17]3[cH:18][cH:19][c:20]([O:23][CH2:38][C:39](=[O:40])[O:41][CH3:42])[cH:21][cH:22]3)[cH:15][c:16]12.